Dataset: the Open Reaction Database (ORD), a public repository of structured organic reaction records. Task: describe an organic reaction: reactants, conditions, products, and yield Product: N1(C=CC=C1)C1=CC=C(C=C1)C=1C(NC(NN1)=O)C (6-[4-(1-pyrrolyl)phenyl]-5-methyl-4,5-dihydro-1,2,4-triazin-3(2H)-one). The yield is 38.2%. Procedure: A mixture of 6-(4-aminophenyl)-5-methyl-4,5-dihydro-1,2,4-triazin-3(2H)-one (2.04 g) and 2,5-dimethoxytetrahydrofuran (1.32 g) in acetic acid (6 ml) was refluxed for 45 minutes and the allowed to stand at room temperature. The resultant precipitates were washed with diisopropyl ether and dissolved in a mixture of acetic acid, methanol and chloroform (1:2:50). The solution was chromatographed on silica gel (300 g) with a mixture of chloroform and methanol (10:1) as an eluent. The eluates were eva... Reactants: NC1=CC=C(C=C1)C=1C(NC(NN1)=O)C (6-(4-aminophenyl)-5-methyl-4,5-dihydro-1,2,4-triazin-3(2H)-one), COC1OC(CC1)OC (2,5-dimethoxytetrahydrofuran). The solvent is C(C)(=O)O (acetic acid). As a reaction SMILES: [NH2:1][C:2]1[CH:7]=[CH:6][C:5]([C:8]2[CH:9]([CH3:15])[NH:10][C:11](=[O:14])[NH:12][N:13]=2)=[CH:4][CH:3]=1.CO[CH:18]1[CH2:22][CH2:21][CH:20](OC)O1>C(O)(=O)C>[N:1]1([C:2]2[CH:3]=[CH:4][C:5]([C:8]3[CH:9]([CH3:15])[NH:10][C:11](=[O:14])[NH:12][N:13]=3)=[CH:6][CH:7]=2)[CH:18]=[CH:22][CH:21]=[CH:20]1. Reactants: C(#N)[BH3-].[Na+] (sodium cyanoborohydride), S1(CCC2N1CCNC2)(=O)=O (hexahydro-2H-isothiazolo[2,3-a]pyrazine 1,1-dioxide), C1CCOC1 (THF), COC1=CC=C(CN(C2=NC(=NC(=N2)C)C=2C(=NC=C(C=O)C2)NC=2C=NC(=C(C2)F)OC)CC2=CC=C(C=C2)OC)C=C1 (5-(4-(bis(4-methoxybenzyl)amino)-6-methyl-1,3,5-triazin-2-yl)-6-(5-fluoro-6-methoxypyridin-3-ylamino)nicotinaldehyde). Reagents/catalysts: [O-]CC.[Ti+4].[O-]CC.[O-]CC.[O-]CC (titanium (IV) ethoxide). Conditions: temperature 0 celsius, time 1 hour. Yields the product O=S1(CCC2N1CCN(C2)CC=2C=C(C(=NC2)NC=2C=NC(=C(C2)F)OC)C2=NC(=NC(=N2)C)N(CC2=CC=C(C=C2)OC)CC2=CC=C(C=C2)OC)=O (4-(5-((1,1-dioxidohexahydro-5H-isothiazolo[2,3-a]pyrazin-5-yl)methyl)-2-((5-fluoro-6-methoxy-3-pyridinyl)amino)-3-pyridinyl)-N,N-bis(4-methoxybenzyl)-6-methyl-1,3,5-triazin-2-amine). Isolated yield 77.0%. Reaction SMILES: [S:1]1(=[O:11])(=[O:10])[N:5]2[CH2:6][CH2:7][NH:8][CH2:9][CH:4]2[CH2:3][CH2:2]1.C1COCC1.[CH3:17][O:18][C:19]1[CH:60]=[CH:59][C:22]([CH2:23][N:24]([CH2:50][C:51]2[CH:56]=[CH:55][C:54]([O:57][CH3:58])=[CH:53][CH:52]=2)[C:25]2[N:30]=[C:29]([CH3:31])[N:28]=[C:27]([C:32]3[C:33]([NH:40][C:41]4[CH:42]=[N:43][C:44]([O:48][CH3:49])=[C:45]([F:47])[CH:46]=4)=[N:34][CH:35]=[C:36]([CH:39]=3)[CH:37]=O)[N:26]=2)=[CH:21][CH:20]=1.C([BH3-])#N.[Na+]>[O-]CC.[Ti+4].[O-]CC.[O-]CC.[O-]CC>[O:11]=[S:1]1(=[O:10])[N:5]2[CH2:6][CH2:7][N:8]([CH2:37][C:36]3[CH:39]=[C:32]([C:27]4[N:28]=[C:29]([CH3:31])[N:30]=[C:25]([N:24]([CH2:23][C:22]5[CH:59]=[CH:60][C:19]([O:18][CH3:17])=[CH:20][CH:21]=5)[CH2:50][C:51]5[CH:56]=[CH:55][C:54]([O:57][CH3:58])=[CH:53][CH:52]=5)[N:26]=4)[C:33]([NH:40][C:41]4[CH:42]=[N:43][C:44]([O:48][CH3:49])=[C:45]([F:47])[CH:46]=4)=[N:34][CH:35]=3)[CH2:9][CH:4]2[CH2:3][CH2:2]1 |f:3.4,5.6.7.8.9|. Reported procedure: To a stirred mixture of hexahydro-2H-isothiazolo[2,3-a]pyrazine 1,1-dioxide (ref: WO2007028654, 0.180 g, 1.021 mmol) in THF (2.50 mL, 30.5 mmol) was added 5-(4-(bis(4-methoxybenzyl)amino)-6-methyl-1,3,5-triazin-2-yl)-6-(5-fluoro-6-methoxypyridin-3-ylamino)nicotinaldehyde (preparation previously described, 0.3042 g, 0.511 mmol) and titanium (IV) ethoxide (0.529 mL, 2.55 mmol) and the mixture was heated at 70° C. overnight. The resulting mixture was cooled to 0° C. and excess sodium cyanoborohydri... The solvent is C1CCOC1 (THF), O (water). Yields the product ClC=1C=C(C=CC1)C1=CC(N(C2=CC=C(C=C12)C(C=1N(C=NC1)C)(O)C=1C=NC(=CC1)Cl)CC1CC1)=O (4-(3-chloro-phenyl)-6-[(6-chloro-pyridin-3-yl)-hydroxy-(3-methyl-3H-imidazol-4-yl)-methyl]-1-cyclopropylmethyl-1H-quinolin-2-one). Reactants: ClC=1C=C(C=CC1)C1=CC(N(C2=CC=C(C=C12)C(C=1N(C=NC1)C)(N=CC1=CC=C(C=C1)OC)C=1C=NC(=CC1)Cl)CC1CC1)=O (4-(3-Chloro-phenyl)-6-[(6-chloro-pyridin-3-yl)-[(4-methoxy-benzylidene)-amino]-(3-methyl-3H-imidazol-4-yl)-methyl]-1-cyclopropylmethyl-1H-quinolin-2-one), S(O)(O)(=O)=O (sulfuric acid), N(=O)[O-].[Na+] (sodium nitrite), C(C)(=O)OCC (ethyl acetate). Isolated yield 94.0%. As a reaction SMILES: [Cl:1][C:2]1[CH:3]=[C:4]([C:8]2[C:17]3[C:12](=[CH:13][CH:14]=[C:15]([C:18]([C:35]4[CH:36]=[N:37][C:38]([Cl:41])=[CH:39][CH:40]=4)(N=CC4C=CC(OC)=CC=4)[C:19]4[N:20]([CH3:24])[CH:21]=[N:22][CH:23]=4)[CH:16]=3)[N:11]([CH2:42][CH:43]3[CH2:45][CH2:44]3)[C:10](=[O:46])[CH:9]=2)[CH:5]=[CH:6][CH:7]=1.S(=O)(=O)(O)[OH:48].N([O-])=O.[Na+].C(OCC)(=O)C>C1COCC1.O>[Cl:1][C:2]1[CH:3]=[C:4]([C:8]2[C:13]3[C:12](=[CH:17][CH:16]=[C:15]([C:18]([C:35]4[CH:36]=[N:37][C:38]([Cl:41])=[CH:39][CH:40]=4)([OH:48])[C:19]4[N:20]([CH3:24])[CH:21]=[N:22][CH:23]=4)[CH:14]=3)[N:11]([CH2:42][CH:43]3[CH2:45][CH2:44]3)[C:10](=[O:46])[CH:9]=2)[CH:5]=[CH:6][CH:7]=1 |f:2.3|. Reaction conditions: temperature 0 celsius. Reported procedure: To a solution of the title compound of Example 43 (4.31 g, 6.64 mmol) in THF (30 ml) was added 38 ml of 1 N sulfuric acid. After the mixture was cooled to 0° C., a solution of sodium nitrite (NaNO2, 1.45 g, 20.99 mmol) in water (10 ml) was added dropwise. The reaction mixture was stirred at ambient temperature for 7 hours after which time ethyl acetate was added. The organic layer was washed with saturated potassium carbonate, brine, dried over MgSO4 and concentrated under vacuum to give the cru...